Task: describe an organic reaction: reactants, conditions, products, and yield. Dataset: the Open Reaction Database (ORD), a public repository of structured organic reaction records Reactants: Cl (HCl), ClC1=C(OC=2C=C(C=CC2NS(=O)(=O)C)S(=O)(=O)Cl)C=CC(=C1)Cl (3-(2,4-Dichlorophenoxy)-4-methylsulphonylaminobenzene-sulphonic acid chloride), Cl.CNC (dimethylamine hydrochloride), [OH-].[Na+] (NaOH). Run in O1CCOCC1 (dioxan), O1CCOCC1 (dioxan). Conditions: temperature 0 celsius, time 1 hour. Product: CN(S(=O)(=O)C1=CC(=C(C=C1)NS(=O)(=O)C)OC1=C(C=C(C=C1)Cl)Cl)C (3-(2,4-Dichlorophenoxy)-4-methylsulphonylaminobenzene-sulphonic acid N,N-dimethylamide). Reaction SMILES: [Cl:1][C:2]1[CH:23]=[C:22]([Cl:24])[CH:21]=[CH:20][C:3]=1[O:4][C:5]1[CH:6]=[C:7]([S:16](Cl)(=[O:18])=[O:17])[CH:8]=[CH:9][C:10]=1[NH:11][S:12]([CH3:15])(=[O:14])=[O:13].Cl.[CH3:26][NH:27][CH3:28].[OH-].[Na+].Cl>O1CCOCC1>[CH3:26][N:27]([CH3:28])[S:16]([C:7]1[CH:8]=[CH:9][C:10]([NH:11][S:12]([CH3:15])(=[O:14])=[O:13])=[C:5]([O:4][C:3]2[CH:20]=[CH:21][C:22]([Cl:24])=[CH:23][C:2]=2[Cl:1])[CH:6]=1)(=[O:18])=[O:17] |f:1.2,3.4|. Reported procedure: 3-(2,4-Dichlorophenoxy)-4-methylsulphonylaminobenzene-sulphonic acid chloride (1.12 g, 2.6 mmol) was dissolved in dioxan (5 ml) and at 0° C. added dropwise to a solution of dimethylamine hydrochloride (1.10 g, 13.4 mmol) in 1N aqueous NaOH (13 ml, 13 mmol) and dioxan (13 ml). The mixture was stirred for 1 hour at 0° C., acidified with 1N HCl and extracted with ethyl acetate. The combined organic phases were dried over MgSO4 and the solvent was evaporated off. The residue was purified by chromato... Starting materials: FC(CI)F (1,1-difluoro-2-iodoethane), C(C)(C)(C)S(=O)(=O)C=1C=C2C(=CC=NC2=CC1O)Cl (6-(tert-butylsulfonyl)-4-chloroquinolin-7-ol), C(=O)([O-])[O-].[K+].[K+] (K2CO3), FC(CI)F (1,1-difluoro-2-iodoethane), FC(CI)F (1,1-difluoro-2-iodoethane). Conditions: temperature 60 celsius, time 5 hour. The product is C(C)(C)(C)S(=O)(=O)C=1C=C2C(=CC=NC2=CC1OCC(F)F)Cl (6-(tert-butylsulfonyl)-4-chloro-7-(2,2-difluoroethoxy)quinoline). As a reaction SMILES: [C:1]([S:5]([C:8]1[CH:9]=[C:10]2[C:15](=[CH:16][C:17]=1[OH:18])[N:14]=[CH:13][CH:12]=[C:11]2[Cl:19])(=[O:7])=[O:6])([CH3:4])([CH3:3])[CH3:2].C([O-])([O-])=O.[K+].[K+].[F:26][CH:27]([F:30])[CH2:28]I>>[C:1]([S:5]([C:8]1[CH:9]=[C:10]2[C:15](=[CH:16][C:17]=1[O:18][CH2:28][CH:27]([F:30])[F:26])[N:14]=[CH:13][CH:12]=[C:11]2[Cl:19])(=[O:6])=[O:7])([CH3:4])([CH3:2])[CH3:3] |f:1.2.3|. Procedure: To a solution of 6-(tert-butylsulfonyl)-4-chloroquinolin-7-ol (100 mg, 0.334 mmol) was added K2CO3 (138 mg, 1.001 mmol) followed by 1,1-difluoro-2-iodoethane (44.1 μl, 0.500 mmol). This was heated to 60° C. overnight. LCMS showed incomplete conversion. Additional 1,1-difluoro-2-iodoethane (44.1 μl, 0.500 mmol) was added and the reaction was stirred at 60° C. for 5 hr. Reaction was still not complete by LCMS, so another aliquot of 1,1-difluoro-2-iodoethane (44.1 μl, 0.500 mmol) was added and the ... Reactants: S1C(=CC=C1CC#N)CC#N (thiophene-2,5-diacetonitrile), S1C(=CC=C1C=O)C=O (thiophene-2,5-dicarboxaldehyde), Heterocycles, cyano-substituted, S1C(=CC=C1C=O)C=O (thiophene-2,5-dicarboxaldehyde). The product is C(CCCCCCCCCCC)C1=CSC=C1 (3-dodecylthiophene), product ( 17 ). Reaction SMILES: S1[C:5]([CH2:6][C:7]#N)=[CH:4][CH:3]=[C:2]1[CH2:9][C:10]#N.[S:12]1[C:16](C=O)=[CH:15][CH:14]=[C:13]1C=O>>[CH2:10]([C:15]1[CH:14]=[CH:13][S:12][CH:16]=1)[CH2:9][CH2:2][CH2:3][CH2:4][CH2:5][CH2:6][CH2:7][CH2:9][CH2:2][CH2:3][CH3:4]. Procedure: Heterocycles can also be easily included in the copolymer chain. The literature records the preparation of an insoluble cyano-substituted alternating polymer derived from thiophene-2,5-diacetonitrile and thiophene-2,5-dicarboxaldehyde (Kossmehl, G. Ber. Bunsenges. Phys. Chem., 1979, 83, 417) and copolymers based on the thiophene-2,5-dicarboxaldehyde and 2,5-dimethoxyterephthaldehyde (H. Horhold, Z. Chem., 1972, 12). The bischloromethylation of 3-dodecylthiophene gave the unstable product (17), w...